This data is from the Open Reaction Database (ORD), a public repository of structured organic reaction records. The task is: describe an organic reaction: reactants, conditions, products, and yield The reactants are O=C(NC=1C=CC=CC1)CCCCC. Reagents/catalysts: O=C(NC1=CC=CC=C1C2=CN=CC=C2)NC3CCCCC3, O1C=2C=CC=3C=CC=CC3C2C4=C(OP1OC=5C=CC=6C=CC=CC6C5C7=C(O[Si](C(C)C)(C(C)C)C(C)C)C=CC=8C=CC=CC87)C=CC=9C=CC=CC94, N=1C(=CC=CC1C)C, O1B(OC(C)(C)C1(C)C)B2OC(C)(C)C(O2)(C)C, C[OH2+].C[OH2+].C1CC=CCCC=C1.C1CC=CCCC=C1.[Ir].[Ir]. Solvent: O(C)C1CCCC1, C=1C=CC(=CC1)C. Reaction conditions: temperature 25 celsius, time 48 hour. The product is O=C(NC=1C=CC=CC1)CCC(B2OC(C)(C)C(O2)(C)C)CC. Isolated yield 91.0%. The reactants are N1CCC1 (Azetidine), sodium hexamethyldisilylazide, FC1=CC=C(C=C1)S(=O)(=O)Cl (4-fluorobenzenesulfonyl chloride). The solvent is C1CCOC1 (THF). Run at time 10 minute. Yields the product FC1=CC=C(C=C1)S(=O)(=O)N1CCC1 (1-[(4-Fluorophenyl)sulfonyl]azetidine). Isolated yield 8.0%. Reaction SMILES: [NH:1]1[CH2:4][CH2:3][CH2:2]1.[F:5][C:6]1[CH:11]=[CH:10][C:9]([S:12](Cl)(=[O:14])=[O:13])=[CH:8][CH:7]=1>C1COCC1>[F:5][C:6]1[CH:11]=[CH:10][C:9]([S:12]([N:1]2[CH2:4][CH2:3][CH2:2]2)(=[O:14])=[O:13])=[CH:8][CH:7]=1. Procedure details: Azetidine (0.25 g, 4.35 mmol) was added to a solution of sodium hexamethyldisilylazide (0.85 g, 4.6 mmol) in THF (10 mL) at 0° C. and reaction mixture stirred for 10 minutes. 4-fluorobenzenesulfonyl chloride (0.85 g, 4.35 mmol) was subsequently added and the reaction mixture was allowed to warm up to ambient temperature overnight. The reaction mixture was concentrated in vacuo and the residue taken up in ethyl acetate and water. The organic layer was separated and then dried (MgSO4), filtered an... Starting materials: ClC=1C=C2C=C(NC2=CC1)C(=O)C(CC1=CC=C(C(=O)OC)C=C1)CCC (Methyl 4-{(2RS)-2-[(5-chloro-1H-indol-2-yl)carbonyl]pentyl}benzoate), [Li+].[OH-] (LiOH), C(CCl)Cl (EDC), C=1C=CC2=C(C1)N=NN2O (HOBt), Cl.C(C)(C)(C)OC(CCN)=O (beta-alanine tert-butyl ester hydrochloride), CCN(C(C)C)C(C)C (DIEA), resultant mixture, ClC=1C=C(C=C(C1)Cl)I (3,5-dichloro iodobenzene), P(=O)([O-])([O-])[O-].[K+].[K+].[K+] (potassium phosphate), 1,2-trans-N,N-dimethylcyclohexane diamine, resultant mixture. The reagents and catalysts are [Cu](I)I (copper iodide). Run in C1(=CC=CC=C1)C (toluene), CN(C)C=O (DMF). Run at temperature 110 celsius, time 20 hour. Product: ClC=1C=C2C=C(N(C2=CC1)C1=CC(=CC(=C1)Cl)Cl)C(=O)C(CC1=CC=C(C(=O)NCCC(=O)OC(C)(C)C)C=C1)CCC (tert-Butyl 3-{[4-((2RS)-2-{[5-chloro-1-(3,5-dichlorophenyl)-1H-indol-2-yl]carbonyl}pentyl)benzoyl]amino}propanoate). Reaction SMILES: [Cl:1][C:2]1[CH:3]=[C:4]2[C:8](=[CH:9][CH:10]=1)[NH:7][C:6]([C:11]([CH:13]([CH2:25][CH2:26][CH3:27])[CH2:14][C:15]1[CH:24]=[CH:23][C:18](C(OC)=O)=[CH:17][CH:16]=1)=[O:12])=[CH:5]2.[Cl:28][C:29]1[CH:30]=[C:31](I)[CH:32]=[C:33]([Cl:35])[CH:34]=1.P([O-])([O-])([O-])=O.[K+].[K+].[K+].[Li+].[OH-].C(Cl)CCl.C1C=CC2N([OH:60])N=NC=2C=1.Cl.[C:62]([O:66][C:67](=[O:71])CCN)([CH3:65])([CH3:64])[CH3:63].CC[N:74]([CH:78](C)C)[CH:75]([CH3:77])C>CN(C=O)C.[Cu](I)I.C1(C)C=CC=CC=1>[Cl:1][C:2]1[CH:10]=[C:9]2[C:8](=[CH:4][CH:3]=1)[N:7]([C:31]1[CH:30]=[C:29]([Cl:28])[CH:34]=[C:33]([Cl:35])[CH:32]=1)[C:6]([C:11]([CH:13]([CH2:25][CH2:26][CH3:27])[CH2:14][C:15]1[CH:24]=[CH:23][C:18]([C:78]([NH:74][CH2:75][CH2:77][C:67]([O:66][C:62]([CH3:65])([CH3:64])[CH3:63])=[O:71])=[O:60])=[CH:17][CH:16]=1)=[O:12])=[CH:5]2 |f:2.3.4.5,6.7,10.11|. Procedure: To a vial containing the title compound of Example 3 Step D (100 mg, 0.26 mmol), were added 3,5-dichloro iodobenzene (0.045 mL, 0.31 mmol), copper iodide (2.5 mg, 0.012 mmol), potassium phosphate (116 mg, 0.55 mmol), and 1,2-trans-N,N-dimethylcyclohexane diamine (0.0082 mL, 0.05 mmol). The reaction mixture was placed under a nitrogen atmosphere, and anhydrous toluene (0.300 mL, deoxygenated via nitrogen sparge), was added. The vial was then capped and placed in a pre-heated oil bath (110° C.) an... Reactants: C(C)(C)(C)OC(NCCN(CCCC1=CNC2=CC=C(C=C12)N1C=NN=C1)CC1=CC=CC=C1)=O (2-[(phenylmethyl)(3-[5-(1,2,4-triazol-4-yl)-1H-indol-3-yl]propyl)amino]ethyl carbamic acid tert-butyl ester), FC(C(=O)O)(F)F (trifluoroacetic acid). Run in C(Cl)Cl (CH2Cl2). Product: C1(=CC=CC=C1)CN(CCN)CCCC1=CNC2=CC=C(C=C12)N1C=NN=C1 (N-(Phenylmethyl)-N-(3-[5-(1,2,4-triazol-4-yl)-1H-indol-3-yl]propyl)ethylenediamine). RXN SMILES: C(OC(=O)[NH:7][CH2:8][CH2:9][N:10]([CH2:28][C:29]1[CH:34]=[CH:33][CH:32]=[CH:31][CH:30]=1)[CH2:11][CH2:12][CH2:13][C:14]1[C:22]2[C:17](=[CH:18][CH:19]=[C:20]([N:23]3[CH:27]=[N:26][N:25]=[CH:24]3)[CH:21]=2)[NH:16][CH:15]=1)(C)(C)C.FC(F)(F)C(O)=O>C(Cl)Cl>[C:29]1([CH2:28][N:10]([CH2:11][CH2:12][CH2:13][C:14]2[C:22]3[C:17](=[CH:18][CH:19]=[C:20]([N:23]4[CH:27]=[N:26][N:25]=[CH:24]4)[CH:21]=3)[NH:16][CH:15]=2)[CH2:9][CH2:8][NH2:7])[CH:30]=[CH:31][CH:32]=[CH:33][CH:34]=1. Procedure details: A solution of 2-[(phenylmethyl)(3-[5-(1,2,4-triazol-4-yl)-1H-indol-3-yl]propyl)amino]ethyl carbamic acid tert-butyl ester (440 mg, 0.93 mmol) and trifluoroacetic acid (3 ml) in CH2Cl2 (20 ml) was stirred at room temperature for 5 h. After this time the solvent was evaporated and the residue azeotroped with CH2Cl2 (20 ml) and toluene (20 ml). The residue was partitioned between CH2Cl2 (2×30 ml) and K2CO3 (10%; 20 ml). the combined organic layers were dried (NaSO4) and evaporated. The amine (287 m... Starting materials: ClCCl, CCCCc1nc(Cl)c(CO)n1Cc1ccc(-c2ccccc2-c2nnnn2[Sn](C)(C)C)cc1, [Na+], C1CCOC1, [OH-], O, ClC(c1ccccc1)(c1ccccc1)c1ccccc1. The product is CCCCc1nc(Cl)c(CO)n1Cc1ccc(-c2ccccc2-c2nnnn2C(c2ccccc2)(c2ccccc2)c2ccccc2)cc1. As a reaction SMILES: [CH2:35]([Cl:36])[Cl:37].[CH3:1][Sn:2]([CH3:3])([CH3:4])[n:5]1[n:6][n:7][n:8][c:9]1-[c:10]1[c:11](-[c:16]2[cH:17][cH:18][c:19]([CH2:22][n:23]3[c:24]([CH2:31][CH2:32][CH2:33][CH3:34])[n:25][c:26]([Cl:30])[c:27]3[CH2:28][OH:29])[cH:20][cH:21]2)[cH:12][cH:13][cH:14][cH:15]1.[Na+:39].[O:61]1[CH2:62][CH2:63][CH2:64][CH2:65]1.[OH-:38].[OH2:60].[c:40]1([C:46]([c:47]2[cH:48][cH:49][cH:50][cH:51][cH:52]2)([c:53]2[cH:54][cH:55][cH:56][cH:57][cH:58]2)[Cl:59])[cH:41][cH:42][cH:43][cH:44][cH:45]1>>[n:5]1([C:46]([c:40]2[cH:41][cH:42][cH:43][cH:44][cH:45]2)([c:47]2[cH:48][cH:49][cH:50][cH:51][cH:52]2)[c:53]2[cH:54][cH:55][cH:56][cH:57][cH:58]2)[n:6][n:7][n:8][c:9]1-[c:10]1[c:11](-[c:16]2[cH:17][cH:18][c:19]([CH2:22][n:23]3[c:24]([CH2:31][CH2:32][CH2:33][CH3:34])[n:25][c:26]([Cl:30])[c:27]3[CH2:28][OH:29])[cH:20][cH:21]2)[cH:12][cH:13][cH:14][cH:15]1. Reactants: B, [BH4-], CCB(CC)CC, C1CCOC1, CO, CC(=O)O, [Cl-], [NH4+], [Na+], COC(=O)C(O)CC(=O)CC(=O)OC(C)(C)C. The product is COC(=O)C(O)CC(O)CC(=O)OC(C)(C)C. RXN SMILES: [BH3:25].[BH4-:26].[CH2:1]([B:2]([CH2:3][CH3:4])[CH2:5][CH3:6])[CH3:7].[CH2:30]1[O:31][CH2:32][CH2:33][CH2:34]1.[CH3:35][OH:36].[CH3:37][C:38](=[O:39])[OH:40].[Cl-:28].[NH4+:29].[Na+:27].[OH:8][CH:9]([C:10](=[O:11])[O:12][CH3:13])[CH2:14][C:15]([CH2:16][C:17](=[O:18])[O:19][C:20]([CH3:21])([CH3:22])[CH3:23])=[O:24]>>[OH:8][CH:9]([C:10](=[O:11])[O:12][CH3:13])[CH2:14][CH:15]([CH2:16][C:17](=[O:18])[O:19][C:20]([CH3:21])([CH3:22])[CH3:23])[OH:24]. The reactants are FC1=CC=C(CC(C(=O)OC)C(C)=O)C=C1 (methyl 2-(4-fluorobenzyl)-3-oxobutanoate), Cl.C(C)(=N)N (acetamidine hydrochloride), solution, C[O-].[Na+] (sodium methoxide), O (Water). Run in CO (methanol), CO (methanol), CO (methanol). Run at time 45 minute. The product is FC1=CC=C(CC=2C(=NC(=NC2C)C)O)C=C1 (5-(4-fluorobenzyl)-2,6-dimethylpyrimidin-4-ol). Yield: 89.2%. RXN SMILES: Cl.[C:2]([NH2:5])(=[NH:4])[CH3:3].C[O-].[Na+].[F:9][C:10]1[CH:24]=[CH:23][C:13]([CH2:14][CH:15]([C:20](=O)[CH3:21])[C:16](OC)=[O:17])=[CH:12][CH:11]=1.O>CO>[F:9][C:10]1[CH:11]=[CH:12][C:13]([CH2:14][C:15]2[C:16]([OH:17])=[N:4][C:2]([CH3:3])=[N:5][C:20]=2[CH3:21])=[CH:23][CH:24]=1 |f:0.1,2.3|. Procedure: To a suspension of acetamidine hydrochloride (0.54 g, 5.71 mmol) in methanol (8 mL) was added a 30% solution of sodium methoxide in methanol (1.1 mL, 5.7 mmol), and the resulting solution was stirred at room temperature for 45 min. Then, a solution of methyl 2-(4-fluorobenzyl)-3-oxobutanoate (0.80 g, 3.57 mmol) in methanol (3 mL) was added dropwise, and the resulting mixture was stirred at room temperature for 22 h. Water (100 mL) was added, and the mixture was extracted with chloroform (4×50 mL... The reactants are C1(CCCCC1)NC(=O)C=1N(N=C(C1)C)C1=CC=C(C=C1)OC (2-(4-methoxyphenyl)-5-methyl-2H-pyrazole-3-carboxylic acid cyclohexylamide), B(Br)(Br)Br (boron tribromide). The solvent is C(Cl)Cl (methylene chloride). Reaction conditions: temperature -40 celsius, time 2 hour. Product: C1(CCCCC1)NC(=O)C=1N(N=C(C1)C)C1=CC=C(C=C1)O (2-(4-Hydroxyphenyl)-5-methyl-2H-pyrazole-3-carboxylic acid cyclohexylamide). Yield: 99.7%. As a reaction SMILES: [CH:1]1([NH:7][C:8]([C:10]2[N:11]([C:16]3[CH:21]=[CH:20][C:19]([O:22]C)=[CH:18][CH:17]=3)[N:12]=[C:13]([CH3:15])[CH:14]=2)=[O:9])[CH2:6][CH2:5][CH2:4][CH2:3][CH2:2]1.B(Br)(Br)Br>C(Cl)Cl>[CH:1]1([NH:7][C:8]([C:10]2[N:11]([C:16]3[CH:21]=[CH:20][C:19]([OH:22])=[CH:18][CH:17]=3)[N:12]=[C:13]([CH3:15])[CH:14]=2)=[O:9])[CH2:2][CH2:3][CH2:4][CH2:5][CH2:6]1. Procedure details: To a solution of 2-(4-methoxyphenyl)-5-methyl-2H-pyrazole-3-carboxylic acid cyclohexylamide (630 mg, 2.01 mmol) in methylene chloride (30 mL) at −40° C. was added boron tribromide (6 mL, 1 M in DCM, 6 mmol). After the reaction was stirred at −40° C. for 10 minutes and at room temperature for 2 hours, it was quenched with saturated sodium bicarbonate. Ethyl acetate was added, and the mixture was stirred for 1 hour. The layers were separated, and the aqueous layer was extracted an additional time ... As a reaction SMILES: [C:16](=[O:17])([OH:18])[O-:19].[CH3:21][CH2:22][OH:23].[Cl:4][c:5]1[c:6]([Cl:15])[cH:7][c:8]([F:14])[c:9]([N+:11]([O-:12])=[O:13])[cH:10]1.[Na+:20].[Sn:1]([Cl:2])[Cl:3]>>[Cl:4][c:5]1[c:6]([Cl:15])[cH:7][c:8]([F:14])[c:9]([NH2:11])[cH:10]1. Reactants: O=C([O-])O, CCO, O=[N+]([O-])c1cc(Cl)c(Cl)cc1F, [Na+], Cl[Sn]Cl. Product: Nc1cc(Cl)c(Cl)cc1F.